This data is from the Open Reaction Database (ORD), a public repository of structured organic reaction records. The task is: describe an organic reaction: reactants, conditions, products, and yield Starting materials: [BH4-], CC(C)(C)[Si](C)(C)OCCc1csc(C=O)c1, CCO, [Na+]. The product is CC(C)(C)[Si](C)(C)OCCc1csc(CO)c1. Reaction SMILES: [BH4-:1].[C:3]([CH3:4])([CH3:5])([CH3:6])[Si:7]([O:8][CH2:9][CH2:10][c:11]1[cH:12][c:13]([CH:16]=[O:17])[s:14][cH:15]1)([CH3:18])[CH3:19].[CH3:20][CH2:21][OH:22].[Na+:2]>>[C:3]([CH3:4])([CH3:5])([CH3:6])[Si:7]([O:8][CH2:9][CH2:10][c:11]1[cH:12][c:13]([CH2:16][OH:17])[s:14][cH:15]1)([CH3:18])[CH3:19]. Yield: 92.7%. Procedure: In 50 ml of 2 N-HCl is dissolved 4.1 g of the above 2-imino-5-[4-(2-morpholinoethyloxy)benzyl]thiazolidin-4-one and the solution is heated under reflux for 16 hours. After cooling, the reaction mixture is neutralized with a saturated aqueous solution of sodium hydrogen carbonate and extracted with ethyl acetate. The extract is washed with water, dried over sodium sulfate and distilled to remove the ethyl acetate, whereupon 3.8 g (92.7%) of 5-[4-(2-morpholinoethyloxy)benzyl]thiazolidine-2,4-dione... Starting materials: N=C1SC(C(N1)=O)CC1=CC=C(C=C1)OCCN1CCOCC1 (2-imino-5-[4-(2-morpholinoethyloxy)benzyl]thiazolidin-4-one), C(O)([O-])=O.[Na+] (sodium hydrogen carbonate). Run in Cl (HCl). RXN SMILES: N=[C:2]1[NH:6][C:5](=[O:7])[CH:4]([CH2:8][C:9]2[CH:14]=[CH:13][C:12]([O:15][CH2:16][CH2:17][N:18]3[CH2:23][CH2:22][O:21][CH2:20][CH2:19]3)=[CH:11][CH:10]=2)[S:3]1.C(=O)([O-])[OH:25].[Na+]>Cl>[O:21]1[CH2:22][CH2:23][N:18]([CH2:17][CH2:16][O:15][C:12]2[CH:13]=[CH:14][C:9]([CH2:8][CH:4]3[S:3][C:2](=[O:25])[NH:6][C:5]3=[O:7])=[CH:10][CH:11]=2)[CH2:19][CH2:20]1 |f:1.2|. The product is O1CCN(CC1)CCOC1=CC=C(CC2C(NC(S2)=O)=O)C=C1 (5-[4-(2-morpholinoethyloxy)benzyl]thiazolidine-2,4-dione). The reactants are COC(=O)c1ccc(=O)n(C)c1, CO, [H-], CI, [Na+], O=C(O)c1ccc(O)nc1. Yields the product Cn1cc(C(=O)O)ccc1=O. Reaction SMILES: [CH3:15][n:16]1[cH:17][c:18]([C:23](=[O:24])[O:25][CH3:26])[cH:19][cH:20][c:21]1=[O:22].[CH3:27][OH:28].[H-:1].[I:13][CH3:14].[Na+:2].[OH:3][c:4]1[cH:5][cH:6][c:7]([C:8]([OH:9])=[O:10])[cH:11][n:12]1>>[CH3:15][n:16]1[cH:17][c:18]([C:23](=[O:24])[OH:25])[cH:19][cH:20][c:21]1=[O:22]. Starting materials: COc1ccccc1-c1ccc2cnc(S(C)=O)nn12, COCCO, CCN(C(C)C)C(C)C, Nc1cccc(N2CCC(N3CCOCC3)CC2)c1. Product: COc1ccccc1-c1ccc2cnc(Nc3cccc(N4CCC(N5CCOCC5)CC4)c3)nn12. RXN SMILES: [CH3:1][S:2](=[O:3])[c:4]1[n:5][n:6]2[c:7]([cH:8][n:9]1)[cH:10][cH:11][c:12]2-[c:13]1[c:14]([O:19][CH3:20])[cH:15][cH:16][cH:17][cH:18]1.[CH3:49][O:50][CH2:51][CH2:52][OH:53].[CH:21]([N:22]([CH2:23][CH3:24])[CH:25]([CH3:26])[CH3:27])([CH3:28])[CH3:29].[O:30]1[CH2:31][CH2:32][N:33]([CH:36]2[CH2:37][CH2:38][N:39]([c:42]3[cH:43][c:44]([NH2:48])[cH:45][cH:46][cH:47]3)[CH2:40][CH2:41]2)[CH2:34][CH2:35]1>>[c:4]1([NH:48][c:44]2[cH:43][c:42]([N:39]3[CH2:38][CH2:37][CH:36]([N:33]4[CH2:32][CH2:31][O:30][CH2:35][CH2:34]4)[CH2:41][CH2:40]3)[cH:47][cH:46][cH:45]2)[n:5][n:6]2[c:7]([cH:8][n:9]1)[cH:10][cH:11][c:12]2-[c:13]1[c:14]([O:19][CH3:20])[cH:15][cH:16][cH:17][cH:18]1. Reactants: NC1=C(C=C(C2=C1CC(O2)(C)C)C(=O)O)Cl (4-amino-5-chloro-2,3-dihydro-2,2-dimethyl-7-benzofurancarboxylic acid), ClC(=O)OCC (ethyl chloroformate), NC1C(CN(CC1)C(=O)OCC)OC (ethyl 4-amino-3-methoxy-1-piperidinecarboxylate). Solvent: C(C)N(CC)CC (N,N-diethylethanamine), ClC(Cl)Cl (trichloromethane), ClC(Cl)Cl (trichloromethane). Reaction conditions: temperature 10 celsius, time 0.5 hour. Yields the product 12.3, NC1=C(C=C(C2=C1CC(O2)(C)C)C(=O)N[C@@H]2[C@@H](CN(CC2)C(=O)OCC)OC)Cl (ethyl cis-4-[(4-amino-5-chloro-2,3-dihydro-2,2-dimethyl-7-benzofuranyl)carbonylamino]-3-methoxy-1-piperidinecarboxylate). The yield is 93.2%. RXN SMILES: [NH2:1][C:2]1[C:7]2[CH2:8][C:9]([CH3:12])([CH3:11])[O:10][C:6]=2[C:5]([C:13]([OH:15])=O)=[CH:4][C:3]=1[Cl:16].ClC(OCC)=O.[NH2:23][CH:24]1[CH2:29][CH2:28][N:27]([C:30]([O:32][CH2:33][CH3:34])=[O:31])[CH2:26][CH:25]1[O:35][CH3:36]>ClC(Cl)Cl.C(N(CC)CC)C>[NH2:1][C:2]1[C:7]2[CH2:8][C:9]([CH3:11])([CH3:12])[O:10][C:6]=2[C:5]([C:13]([NH:23][C@H:24]2[CH2:29][CH2:28][N:27]([C:30]([O:32][CH2:33][CH3:34])=[O:31])[CH2:26][C@H:25]2[O:35][CH3:36])=[O:15])=[CH:4][C:3]=1[Cl:16]. Procedure details: To a solution of 8.1 parts of 4-amino-5-chloro-2,3-dihydro-2,2-dimethyl-7-benzofurancarboxylic acid in 218 parts of trichloromethane and 3.43 parts of N,N-diethylethanamine were added dropwise 3.63 parts of ethyl chloroformate, keeping the temperature below 10° C. After stirring for 1/2 hour at 10° C., the whole was added to a solution of 6.26 parts of ethyl 4-amino-3-methoxy-1-piperidinecarboxylate in 145 parts of trichloromethane at 10° C. Stirring was continued for 1/2 hour at room temperatur... Starting materials: [Li]CCCC (n-BuLi), CC1(NC(CCC1)(C)C)C (2,2,6,6-tetramethylpiperidine), C(=O)=O (dry ice), BrC1=CC=C(C(=C1[Si](C)(C)C)F)F ((6-Bromo-2,3-difluorophenyl)(trimethyl)silane). Solvent: C1CCOC1 (THF), O (water), C1CCOC1 (THF). Run at time 15 minute. Product: BrC=1C(=C(C(=C(C(=O)O)C1)F)F)[Si](C)(C)C (5-Bromo-2,3-difluoro-4-(trimethylsilyl)benzoic acid). Reaction SMILES: [Li]CCCC.CC1(C)CCCC(C)(C)N1.[Br:16][C:17]1[C:22]([Si:23]([CH3:26])([CH3:25])[CH3:24])=[C:21]([F:27])[C:20]([F:28])=[CH:19][CH:18]=1.[C:29](=[O:31])=[O:30]>C1COCC1.O>[Br:16][C:17]1[C:22]([Si:23]([CH3:24])([CH3:25])[CH3:26])=[C:21]([F:27])[C:20]([F:28])=[C:19]([CH:18]=1)[C:29]([OH:31])=[O:30]. Procedure: To a solution of n-BuLi (2.0 M in hexanes, 11.1 mL, 22.2 mmol) in anhydrous THF (17 mL) at −78° C. was added drop wise 2,2,6,6-tetramethylpiperidine (3.26 g, 22.1 mmol). After being stirred for 15 minutes, a solution of the product from step A (5.86 g, 22.1 mmol) in THF (20 mL) was added. The reaction mixture was stirred at −78° C. for 2 hours, then dry ice (100 g) was added. The mixture was allowed to stand at room temperature overnight, then it was diluted with water and extracted with EtOAc. ...